describe an organic reaction: reactants, conditions, products, and yield From a dataset of the Open Reaction Database (ORD), a public repository of structured organic reaction records. Starting materials: N[C@@H]1CC[C@H](CC1)NC(OC(C)(C)C)=O (tert-butyl trans-4-aminocyclohexylcarbamate), BrCCCCBr (1,4-dibromobutane), C(O)([O-])=O.[K+] (potassium hydrogen carbonate). Solvent: CN(C)C=O (DMF), [Cl-].[Li+] (lithium chloride). Yields the product N1(CCCC1)[C@@H]1CC[C@H](CC1)NC(OC(C)(C)C)=O (tert-Butyl trans-4-(pyrrolidin-1-yl)cyclohexylcarbamate). Isolated yield 15.9%. RXN SMILES: [NH2:1][C@H:2]1[CH2:7][CH2:6][C@H:5]([NH:8][C:9](=[O:15])[O:10][C:11]([CH3:14])([CH3:13])[CH3:12])[CH2:4][CH2:3]1.Br[CH2:17][CH2:18][CH2:19][CH2:20]Br.C(=O)([O-])O.[K+]>CN(C=O)C.[Cl-].[Li+]>[N:1]1([C@H:2]2[CH2:7][CH2:6][C@H:5]([NH:8][C:9](=[O:15])[O:10][C:11]([CH3:12])([CH3:14])[CH3:13])[CH2:4][CH2:3]2)[CH2:20][CH2:19][CH2:18][CH2:17]1 |f:2.3,5.6|. Reported procedure: A stirred solution of tert-butyl trans-4-aminocyclohexylcarbamate (2.0 g, 9.33 mmol), 1,4-dibromobutane (1.33 mL, 11.2 mmol), and potassium hydrogen carbonate (4.67 g, 46.7 mmol) in DMF (90 mL) was stirred at room temperature overnight. After this time the reaction was diluted with aqueous lithium chloride and extracted with diethyl ether. The combined organics were dried over anhydrous sodium sulfate and concentrated under reduced pressure to afford the desired product (399 mg, 16%) as an off-w... Reactants: CSc1nc(N)cc(-c2cccc(C(F)(F)F)c2)n1, CC(=O)O, O=N[O-], [Na+]. Yields the product CSc1nc(O)cc(-c2cccc(C(F)(F)F)c2)n1. RXN SMILES: [CH3:1][S:2][c:3]1[n:4][c:5](-[c:10]2[cH:11][c:12]([C:16]([F:17])([F:18])[F:19])[cH:13][cH:14][cH:15]2)[cH:6][c:7]([NH2:9])[n:8]1.[CH3:24][C:25](=[O:26])[OH:27].[N:20](=[O:21])[O-:22].[Na+:23]>>[CH3:1][S:2][c:3]1[n:4][c:5](-[c:10]2[cH:11][c:12]([C:16]([F:17])([F:18])[F:19])[cH:13][cH:14][cH:15]2)[cH:6][c:7]([OH:21])[n:8]1. The reactants are Cl (hydrogen chloride), ClC=1C=C(C(=O)OC)C=CN1 (Methyl 2-chloroisonicotinate), ClC1=C(C=CC(=C1)F)B(O)O (2-chloro-4-fluorophenylboronic acid), C([O-])([O-])=O.[K+].[K+] (potassium carbonate). Reagents/catalysts: Cl[Pd]Cl (PdCl2). The solvent is CC(C)(C)OC (MTBE), CO (methanol), CC(C)(C)OC (MTBE). Reaction conditions: temperature 100 celsius, time 15 minute. Yields the product ClC1=C(C=CC(=C1)F)C=1C=C(C(=O)OC)C=CN1 (Methyl 2-(2-chloro-4-fluorophenyl)isonicotinate). The yield is 43.4%. RXN SMILES: Cl[C:2]1[CH:3]=[C:4]([CH:9]=[CH:10][N:11]=1)[C:5]([O:7][CH3:8])=[O:6].[Cl:12][C:13]1[CH:18]=[C:17]([F:19])[CH:16]=[CH:15][C:14]=1B(O)O.C(=O)([O-])[O-].[K+].[K+].Cl>CO.CC(OC)(C)C.Cl[Pd]Cl>[Cl:12][C:13]1[CH:18]=[C:17]([F:19])[CH:16]=[CH:15][C:14]=1[C:2]1[CH:3]=[C:4]([CH:9]=[CH:10][N:11]=1)[C:5]([O:7][CH3:8])=[O:6] |f:2.3.4|. Reported procedure: Methyl 2-chloroisonicotinate (3.5 g, 20.40 mmol), 2-chloro-4-fluorophenylboronic acid (3.91 g, 22.44 mmol), potassium carbonate (2.114 g, 15.30 mmol) and PdCl2 (dppf) (0.443 g, 0.61 mmol) were mixed in methanol (30 mL) in two separate 20 mL microwave vials. The vials were capped and heated at 100° C. for 10 min in a single node microwave reactor. Water and DCM were added and the phases were separated. The water phase (pH 9) was extracted with DCM and the combined organic phase washed with brine,... Starting materials: ClC1=NC(N(C(=C1C=1N(CCN1)C(C)=O)Cl)N)C (4,6-dichloro-2-methyl-5-(1-acetyl-2-imidazolin-2-yl)-aminopyrimidine), [Na] (sodium), C(C)O (ethanol). The product is ClC1=NC(N(C(=C1C=1NCCN1)OCC)N)C (4-chloro-6-ethoxy-2-methyl-5-(2-imidazolin-2-yl)-aminopyrimidine). As a reaction SMILES: [Cl:1][C:2]1[C:7]([C:8]2[N:9](C(=O)C)[CH2:10][CH2:11][N:12]=2)=[C:6](Cl)[N:5]([NH2:17])[CH:4]([CH3:18])[N:3]=1.[Na].[CH2:20]([OH:22])[CH3:21]>>[Cl:1][C:2]1[C:7]([C:8]2[NH:9][CH2:10][CH2:11][N:12]=2)=[C:6]([O:22][CH2:20][CH3:21])[N:5]([NH2:17])[CH:4]([CH3:18])[N:3]=1 |^1:18|. Reported procedure: 3.0 g 4,6-dichloro-2-methyl-5-(1-acetyl-2-imidazolin-2-yl)-aminopyrimidine are introduced at room temperature into a solution of 0.5 g sodium in 10 ml ethanol. Subsequently, the solution is heated for 30 minutes to 75° C., filtered, the filtrate is concentrated, the residue is placed in ice water, and the crystals are vacuum dried. After recrystallization from nitromethane, 1.2 g (45%) of 4-chloro-6-ethoxy-2-methyl-5-(2-imidazolin-2-yl)-aminopyrimidine, melting point 221° C., is obtained. Starting materials: ClC1=C(C(=O)O)C=CC(=C1)F (2-chloro-4-fluorobenzoic acid), C1(CC1)CC(CN)C=1C=NC(=CC1)C(F)(F)F (3-cyclopropyl-2-(6-(trifluoromethyl)pyridin-3-yl)propan-1-amine). The product is ClC1=C(C(=O)NCC(CC2CC2)C=2C=NC(=CC2)C(F)(F)F)C=CC(=C1)F (2-chloro-4-fluoro-N-(3-cyclopropyl-2-(6-(trifluoromethyl)pyridin-3-yl)propyl)benzamide). RXN SMILES: [Cl:1][C:2]1[CH:10]=[C:9]([F:11])[CH:8]=[CH:7][C:3]=1[C:4]([OH:6])=O.[CH:12]1([CH2:15][CH:16]([C:19]2[CH:20]=[N:21][C:22]([C:25]([F:28])([F:27])[F:26])=[CH:23][CH:24]=2)[CH2:17][NH2:18])[CH2:14][CH2:13]1>>[Cl:1][C:2]1[CH:10]=[C:9]([F:11])[CH:8]=[CH:7][C:3]=1[C:4]([NH:18][CH2:17][CH:16]([C:19]1[CH:20]=[N:21][C:22]([C:25]([F:28])([F:26])[F:27])=[CH:23][CH:24]=1)[CH2:15][CH:12]1[CH2:13][CH2:14]1)=[O:6]. Reported procedure: From 2-chloro-4-fluorobenzoic acid and 3-cyclopropyl-2-(6-(trifluoromethyl)pyridin-3-yl)propan-1-amine. LCMS (MH+): m/z=401.0, tR (minutes, Method D)=0.79 Reactants: NC1=NN2C(CN1)=C(N=C2CCC)C (2-Amino-3,4-dihydro-5-methyl-7-propylimidazo[ 5,1-f]-as-triazine), C(C)(=O)Cl (acetyl chloride). Run in C(C)(=O)O (acetic acid). Yields the product Cl.CC=1N=C(N2N=C(NCC21)NC(C)=O)CCC (N-(3,4-Dihydro-5-methyl-7-propylimidazo[5,1-f]-as-triazin-2-yl)acetamide,hydrochloride). Reaction SMILES: [NH2:1][C:2]1[NH:7][CH2:6][C:5]2=[C:8]([CH3:14])[N:9]=[C:10]([CH2:11][CH2:12][CH3:13])[N:4]2[N:3]=1.[C:15]([Cl:18])(=[O:17])[CH3:16]>C(O)(=O)C>[ClH:18].[CH3:14][C:8]1[N:9]=[C:10]([CH2:11][CH2:12][CH3:13])[N:4]2[C:5]=1[CH2:6][NH:7][C:2]([NH:1][C:15](=[O:17])[CH3:16])=[N:3]2 |f:3.4|. Procedure details: 2-Amino-3,4-dihydro-5-methyl-7-propylimidazo[ 5,1-f]-as-triazine (Example 1a) (1.9 g.) and acetyl chloride (1.8 g.) in acetic acid (20 ml., glacial) were heated at 100° for 3 hours. The solution was evaporated under reduced pressure and the residue was crystallised from a mixture of ethanol and ethyl acetate to give a white solid m.p. 302°. Starting materials: CC1=NOC(=C1)C=1C=CC=2N(N1)C(=NN2)CNC(OC(C)(C)C)=O (tert-butyl (6-(3-methylisoxazol-5-yl)-[1,2,4]triazolo[4,3-b]pyridazin-3-yl)methylcarbamate), FC(C(=O)O)(F)F (trifluoroacetic acid). Solvent: ClCCl (dichloromethane). Run at time 1 hour. Yields the product CC1=NOC(=C1)C=1C=CC=2N(N1)C(=NN2)CN ((6-(3-methylisoxazol-5-yl)-[1,2,4]-triazolo[4,3-b]pyridazin-3-yl)methanamine). As a reaction SMILES: [CH3:1][C:2]1[CH:6]=[C:5]([C:7]2[CH:8]=[CH:9][C:10]3[N:11]([C:13]([CH2:16][NH:17]C(=O)OC(C)(C)C)=[N:14][N:15]=3)[N:12]=2)[O:4][N:3]=1.FC(F)(F)C(O)=O>ClCCl>[CH3:1][C:2]1[CH:6]=[C:5]([C:7]2[CH:8]=[CH:9][C:10]3[N:11]([C:13]([CH2:16][NH2:17])=[N:14][N:15]=3)[N:12]=2)[O:4][N:3]=1. Reported procedure: To a solution of tert-butyl (6-(3-methylisoxazol-5-yl)-[1,2,4]triazolo[4,3-b]pyridazin-3-yl)methylcarbamate (3.63 g, 11.0 mmol) in dichloromethane (50 mL) was added trifluoroacetic acid (16.9 ml, 220 mmol) and the mixture was stirred at room temperature for one hour. The mixture was concentrated, taken up in a solution of ammonia in methanol (2.0 M) and purified by MPLC chromatography (eluted with 0-10% (1:10:90 NH4OH:MeOH:DCM) in DCM) to yield the product as a brown solid. MS m/z=230.8 [M+1]+. ...